This data is from the Open Reaction Database (ORD), a public repository of structured organic reaction records. The task is: describe an organic reaction: reactants, conditions, products, and yield The reactants are CC(C)(C)C(=O)OCCl, CN(C)C=O, CCOC(C)=O, CCN(C(C)C)C(C)C, [I-], [Na+], O, O=C(O)C1CS(=O)(=O)C2CC(=O)N12. Product: CC(C)(C)C(=O)OCOC(=O)C1CS(=O)(=O)C2CC(=O)N12. Reaction SMILES: [C:23]([C:24]([CH3:25])([CH3:26])[CH3:27])(=[O:28])[O:29][CH2:30][Cl:31].[CH3:34][N:35]([CH3:36])[CH:37]=[O:38].[CH3:39][CH2:40][O:41][C:42](=[O:43])[CH3:44].[CH:14]([N:15]([CH:16]([CH3:17])[CH3:18])[CH2:19][CH3:20])([CH3:21])[CH3:22].[I-:33].[Na+:32].[OH2:45].[S:1]1(=[O:12])(=[O:13])[CH2:2][CH:3]([C:9](=[O:10])[OH:11])[N:4]2[CH:5]1[CH2:6][C:7]2=[O:8]>>[S:1]1(=[O:12])(=[O:13])[CH2:2][CH:3]([C:9](=[O:10])[O:11][CH2:30][O:29][C:23]([C:24]([CH3:25])([CH3:26])[CH3:27])=[O:28])[N:4]2[CH:5]1[CH2:6][C:7]2=[O:8].